From a dataset of the Open Reaction Database (ORD), a public repository of structured organic reaction records. describe an organic reaction: reactants, conditions, products, and yield Reactants: C(C=C)OC1(CCN(CC1)C1=C(C(=CC=2N1C=C(N2)C=2C=C(C=CC2)C2=C(C(=CC=C2O[C@@H](C)CC=C)F)F)C)[C@@H](C(=O)OC)OC(C)(C)C)C ((S)-methyl 2-(5-(4-(allyloxy)-4-methylpiperidin-1-yl)-2-(2′,3′-difluoro-6′-((S)-pent-4-en-2-yloxy)-[1,1′-biphenyl]-3-yl)-7-methylimidazo[1,2-a]pyridin-6-yl)-2-(tert-butoxy)acetate), C(C)(C)(C)O[C@H](C(=O)OC)C1=C2N3CCC(OCC=CC[C@@H](OC=4C=C(C=CC4C4=CC=CC(C5=CN2C(C=C1C)=N5)=C4)F)C)(CC3)C (methyl(2S)-2-(tert-butoxy)-2-[(22S)-18-fluoro-4,22,28-trimethyl-21,27-dioxa-1,7,34-triazahexacyclo[26.2.2.16,9.110,14.02,7.015,20]tetratriaconta-2,4,6(34),8,10(33),11,13,15(20),16,18,24-undecaen-3-yl]acetate). Product: C(C)(C)(C)O[C@H](C(=O)OC)C1=C2N3CCC(OC\C=C/C[C@@H](OC=4C=CC(=C(C4C4=CC=CC(C5=CN2C(C=C1C)=N5)=C4)F)F)C)(CC3)C (Methyl(2S)-2-(tert-butoxy)-2-[(22S,24Z)-16,17-difluoro-4,22,28-trim ethyl-21,27-dioxa-1,7,34-triazahexacyclo[26.2.2.16,9.110,14.02,7.015,20]tetratriaconta-2,4,6(34),8,10(33),11,13,15(20),16,18,24-undecaen-3-yl]acetate). Isolated yield 81.0%. As a reaction SMILES: [CH2:1]([O:4][C:5]1([CH3:51])[CH2:10][CH2:9][N:8]([C:11]2[N:16]3[CH:17]=[C:18]([C:20]4[CH:21]=[C:22]([C:26]5[C:31]([O:32][C@H:33]([CH2:35][CH:36]=C)[CH3:34])=[CH:30][CH:29]=[C:28]([F:38])[C:27]=5[F:39])[CH:23]=[CH:24][CH:25]=4)[N:19]=[C:15]3[CH:14]=[C:13]([CH3:40])[C:12]=2[C@H:41]([O:46][C:47]([CH3:50])([CH3:49])[CH3:48])[C:42]([O:44][CH3:45])=[O:43])[CH2:7][CH2:6]1)[CH:2]=C.C(O[C@@H](C1C(C)=CC2=NC3=CN2C=1N1CCC(C)(OCC=CC[C@H](C)OC2C=C(F)C=CC=2C2C=C3C=CC=2)CC1)C(OC)=O)(C)(C)C>>[C:47]([O:46][C@@H:41]([C:12]1[C:13]([CH3:40])=[CH:14][C:15]2=[N:19][C:18]3=[CH:17][N:16]2[C:11]=1[N:8]1[CH2:7][CH2:6][C:5]([CH3:51])([O:4][CH2:1][CH:2]=[CH:36][CH2:35][C@H:33]([CH3:34])[O:32][C:31]2[CH:30]=[CH:29][C:28]([F:38])=[C:27]([F:39])[C:26]=2[C:22]2[CH:21]=[C:20]3[CH:25]=[CH:24][CH:23]=2)[CH2:10][CH2:9]1)[C:42]([O:44][CH3:45])=[O:43])([CH3:48])([CH3:49])[CH3:50]. Reported procedure: Prepared in 81.0% yield from (S)-methyl 2-(5-(4-(allyloxy)-4-methylpiperidin-1-yl)-2-(2′,3′-difluoro-6′-((S)-pent-4-en-2-yloxy)-[1,1′-biphenyl]-3-yl)-7-methylimidazo[1,2-a]pyridin-6-yl)-2-(tert-butoxy)acetate following the procedure for methyl(2S)-2-(tert-butoxy)-2-[(22S)-18-fluoro-4,22,28-trimethyl-21,27-dioxa-1,7,34-triazahexacyclo[26.2.2.16,9.110,14.02,7.015,20]tetratriaconta-2,4,6(34),8,10(33),11,13,15(20),16,18,24-undecaen-3-yl]acetate. LCMS (ESI, M+1): 674.6. Reactants: CC(C)(C)O, COC(=O)Nc1nc(CC=O)ns1, CC(=O)O, O. Yields the product COC(=O)Nc1nc(CC(=O)O)ns1. As a reaction SMILES: [C:14]([CH3:15])([CH3:16])([CH3:17])[OH:18].[CH3:1][O:2][C:3](=[O:4])[NH:5][c:6]1[n:7][c:8]([CH2:11][CH:12]=[O:13])[n:9][s:10]1.[CH3:20][C:21](=[O:22])[OH:23].[OH2:19]>>[CH3:1][O:2][C:3](=[O:4])[NH:5][c:6]1[n:7][c:8]([CH2:11][C:12](=[O:13])[OH:18])[n:9][s:10]1.